Dataset: the Open Reaction Database (ORD), a public repository of structured organic reaction records. Task: describe an organic reaction: reactants, conditions, products, and yield The reactants are CC(C)(C)OC(=O)Nc1nc(-c2ccc(Cl)cc2Cl)[nH]c1C#N, CC#N, C[Si](C)(C)I. RXN SMILES: [C:6]([O:7][C:8](=[O:9])[NH:13][c:14]1[n:15][c:16](-[c:21]2[c:22]([Cl:28])[cH:23][c:24]([Cl:27])[cH:25][cH:26]2)[nH:17][c:18]1[C:19]#[N:20])([CH3:10])([CH3:11])[CH3:12].[CH3:29][C:30]#[N:31].[I:1][Si:2]([CH3:3])([CH3:4])[CH3:5]>>[NH2:13][c:14]1[n:15][c:16](-[c:21]2[c:22]([Cl:28])[cH:23][c:24]([Cl:27])[cH:25][cH:26]2)[nH:17][c:18]1[C:19]#[N:20]. Product: N#Cc1[nH]c(-c2ccc(Cl)cc2Cl)nc1N.